From a dataset of the Open Reaction Database (ORD), a public repository of structured organic reaction records. describe an organic reaction: reactants, conditions, products, and yield Procedure details: A mixture of N-(1-nitro-5,6,7,8-tetrahydronaphthalen-2-yl)acetamide (800 mg, 3.88 mmol) in a 10 M solution of hydrochloric acid in MeOH were heated to reflux for 4 h. After concentration, the residue was basified with 2 N aqueous solution of NaOH to pH 9, then extracted with EtOAc (50 mL×2). The organic layer was washed with brine (30 mL), dried, and concentrated. The residue was dissolved in DMF (20 mL), cooled to 0° C., and NaH (60% dispersion in mineral oil, 0.155 mg, 3.88 mml) was added in o... Solvent: CO (MeOH). Reactants: IC (Iodomethane), [N+](=O)([O-])C1=C(C=CC=2CCCCC12)NC(C)=O (N-(1-nitro-5,6,7,8-tetrahydronaphthalen-2-yl)acetamide), solution, Cl (hydrochloric acid). Conditions: temperature 0 celsius, time 2 hour. Yield: 23.7%. As a reaction SMILES: [N+:1]([C:4]1[C:13]2[CH2:12][CH2:11][CH2:10][CH2:9][C:8]=2[CH:7]=[CH:6][C:5]=1[NH:14][C:15](=O)C)([O-:3])=[O:2].Cl.IC>CO>[CH3:15][NH:14][C:5]1[CH:6]=[CH:7][C:8]2[CH2:9][CH2:10][CH2:11][CH2:12][C:13]=2[C:4]=1[N+:1]([O-:3])=[O:2]. Product: CNC1=C(C=2CCCCC2C=C1)[N+](=O)[O-] (N-Methyl-1-nitro-5,6,7,8-tetrahydronaphthalen-2-amine). Reactants: CS(=O)(=O)Cl, Cl, CC12C=CC(=O)C=C1CCC1C2C(O)CC2(C)C1CC(OCCO)C2(O)C(=O)CO, c1ccncc1. Product: CC12C=CC(=O)C=C1CCC1C2C(O)CC2(C)C1CC(OCCOS(C)(=O)=O)C2(O)C(=O)CO. As a reaction SMILES: [CH3:31][S:32]([Cl:33])(=[O:34])=[O:35].[ClH:36].[OH:1][CH2:2][CH2:3][O:4][CH:5]1[C:6]([C:7]([CH2:8][OH:9])=[O:10])([OH:30])[C:11]2([CH3:29])[CH2:12][CH:13]([OH:28])[CH:14]3[C:15]4([CH3:27])[CH:16]=[CH:17][C:18](=[O:26])[CH:19]=[C:20]4[CH2:21][CH2:22][CH:23]3[CH:24]2[CH2:25]1.[cH:37]1[cH:38][cH:39][n:40][cH:41][cH:42]1>>[O:1]([CH2:2][CH2:3][O:4][CH:5]1[C:6]([C:7]([CH2:8][OH:9])=[O:10])([OH:30])[C:11]2([CH3:29])[CH2:12][CH:13]([OH:28])[CH:14]3[C:15]4([CH3:27])[CH:16]=[CH:17][C:18](=[O:26])[CH:19]=[C:20]4[CH2:21][CH2:22][CH:23]3[CH:24]2[CH2:25]1)[S:32]([CH3:31])(=[O:34])=[O:35]. The reactants are CN(C)C=O, O=c1c(Cl)c(Cl)cnn1-c1ccc(Cl)cc1, OCc1ccc(C(F)(F)F)cc1, [K+], [OH-]. Yields the product O=c1c(Cl)c(OCc2ccc(C(F)(F)F)cc2)cnn1-c1ccc(Cl)cc1. Reaction SMILES: [CH3:31][N:32]([CH3:33])[CH:34]=[O:35].[Cl:1][c:2]1[cH:3][cH:4][c:5](-[n:8]2[n:9][cH:10][c:11]([Cl:16])[c:12]([Cl:15])[c:13]2=[O:14])[cH:6][cH:7]1.[F:17][C:18]([c:19]1[cH:20][cH:21][c:22]([CH2:23][OH:24])[cH:25][cH:26]1)([F:27])[F:28].[K+:30].[OH-:29]>>[Cl:1][c:2]1[cH:3][cH:4][c:5](-[n:8]2[n:9][cH:10][c:11]([O:24][CH2:23][c:22]3[cH:21][cH:20][c:19]([C:18]([F:17])([F:27])[F:28])[cH:26][cH:25]3)[c:12]([Cl:15])[c:13]2=[O:14])[cH:6][cH:7]1. The reactants are O=C([O-])[O-], COS(=O)(=O)OC, CC(C)=O, [K+], [K+], COc1cc(O)c2c(c1)CCC1C2CCC2(C)C(=O)CCC12. Yields the product COc1cc2c(c(OC)c1)C1CCC3(C)C(=O)CCC3C1CC2. Reaction SMILES: [C:30](=[O:31])([O-:32])[O-:33].[CH3:23][O:24][S:25]([O:26][CH3:27])(=[O:28])=[O:29].[CH3:36][C:37](=[O:38])[CH3:39].[K+:34].[K+:35].[OH:1][c:2]1[cH:3][c:4]([O:21][CH3:22])[cH:5][c:6]2[c:19]1[CH:18]1[CH:9]([CH2:8][CH2:7]2)[CH:10]2[CH2:11][CH2:12][C:13](=[O:20])[C:14]2([CH3:15])[CH2:16][CH2:17]1>>[O:1]([c:2]1[cH:3][c:4]([O:21][CH3:22])[cH:5][c:6]2[c:19]1[CH:18]1[CH:9]([CH2:8][CH2:7]2)[CH:10]2[CH2:11][CH2:12][C:13](=[O:20])[C:14]2([CH3:15])[CH2:16][CH2:17]1)[CH3:23].